This data is from the Open Reaction Database (ORD), a public repository of structured organic reaction records. The task is: describe an organic reaction: reactants, conditions, products, and yield The reactants are CC1([C@@H]([C@H]1\C=C(\C=NOCC#C)/C)C(=O)OC(C)(C)C)C (t-butyl (1R)-trans-2,2-dimethyl-3-[(E)-2-methyl-3-(2-propynyloxyimino)-1-propenyl]cyclopropanecarboxylate), C1(=CC=C(C=C1)S(=O)(=O)O)C (p-toluenesulfonic acid). Solvent: C1(=CC=CC=C1)C (toluene). Run at time 3.5 hour. Product: CC1([C@@H]([C@H]1\C=C(\C=NOCC#C)/C)C(=O)O)C ((1R)-trans-2,2-dimethyl-3-[(E)-2-methyl-3-(2-propynyloxyimino)-1-propenyl]cyclopropanecarboxylic acid). The yield is 94.2%. As a reaction SMILES: [CH3:1][C:2]1([CH3:21])[C@H:4](/[CH:5]=[C:6](\[CH3:13])/[CH:7]=[N:8][O:9][CH2:10][C:11]#[CH:12])[C@H:3]1[C:14]([O:16]C(C)(C)C)=[O:15].C1(C)C=CC(S(O)(=O)=O)=CC=1>C1(C)C=CC=CC=1>[CH3:1][C:2]1([CH3:21])[C@H:4](/[CH:5]=[C:6](\[CH3:13])/[CH:7]=[N:8][O:9][CH2:10][C:11]#[CH:12])[C@H:3]1[C:14]([OH:16])=[O:15]. Procedure details: Under nitrogen atmosphere, a mixture of 0.46 g of t-butyl (1R)-trans-2,2-dimethyl-3-[(E)-2-methyl-3-(2-propynyloxyimino)-1-propenyl]cyclopropanecarboxylate, catalytic amount of p-toluenesulfonic acid and 10 ml of toluene was stirred for 3.5 hours under reflux. The reaction mixture was cooled down to room temperature, then, the mixture was concentrated under reduced pressure. The residue was subjected to silica gel column chromatography to obtain 0.35 g of (1R)-trans-2,2-dimethyl-3-[(E)-2-methyl-... Starting materials: ON1N=NC2=C1C=CC=C2 (N-Hydroxybenzotriazole), C(C)(C)N(CC)C(C)C (diisopropylethylamine), Cl.C(C)N=C=NCCCN(C)C (1-ethyl-3-(3′-dimethylaminopropyl)carbodiimide hydrochloride), C1(=CC=CC=C1)OC (Anisole), FC(C(=O)O)(F)F (trifluoroacetic acid), C(C)(C)(C)OC(C1=C(C=C(C(=C1)C1=NC(=NC(=C1)SCCCC(NCCNC(=O)OC(C)(C)C)=O)N)C)C)=O (5-{2-amino-6-[3-(2-tert-butoxycarbonylaminoethylcarbamoyl)propylsulfanyl]pyrimidin-4-yl}-2,4-dimethylbenzoic acid tert-butyl ester). Solvent: ClCCl (dichloromethane). Conditions: time 8 hour. The product is NC1=NC=2C3=C(C=C(C(C(NCCNC(CCCSC(=N1)C2)=O)=O)=C3)C)C (4-amino-18,20-dimethyl-7-thia-3,5,12,15-tetraazatricyclo[15.3.1.12,6]docosa-1(20),2(22),3,5,17(21),18-hexaene-11,16-dione). Yield: 20.0%. RXN SMILES: C1(OC)C=CC=CC=1.FC(F)(F)C(O)=O.C(OC(=O)[C:22]1[CH:27]=[C:26]([C:28]2[CH:33]=[C:32]([S:34][CH2:35][CH2:36][CH2:37][C:38](=[O:50])[NH:39][CH2:40][CH2:41][NH:42][C:43](OC(C)(C)C)=[O:44])[N:31]=[C:30]([NH2:51])[N:29]=2)[C:25]([CH3:52])=[CH:24][C:23]=1[CH3:53])(C)(C)C.ON1C2C=CC=CC=2N=N1.C(N(C(C)C)CC)(C)C.Cl.C(N=C=NCCCN(C)C)C>ClCCl>[NH2:51][C:30]1[N:31]=[C:32]2[CH:33]=[C:28]([C:26]3[CH:27]=[C:22]([C:43](=[O:44])[NH:42][CH2:41][CH2:40][NH:39][C:38](=[O:50])[CH2:37][CH2:36][CH2:35][S:34]2)[C:23]([CH3:53])=[CH:24][C:25]=3[CH3:52])[N:29]=1 |f:5.6|. Procedure details: Anisole (0.060 ml, 0.55 mmol) and trifluoroacetic acid (1.2 ml) were added to a dichloromethane (3.7 ml) solution of 5-{2-amino-6-[3-(2-tert-butoxycarbonylaminoethylcarbamoyl)propylsulfanyl]pyrimidin-4-yl}-2,4-dimethylbenzoic acid tert-butyl ester (124 mg, 0.22 mmol) obtained in Step 2 above. The mixture was stirred for 8 hours while gradually warming from 0° C. to room temperature. The reaction solution was concentrated under reduced pressure, and then benzene (1.5 ml) was added to the residue.... Starting materials: N1=CC=CC=C1 (pyridine), C(C)(=O)OC(C)=O (acetic anhydride), C1(=CC=CC=C1)COC(=O)N1CCC(CC1)(C1=C(C=C(C=C1)N1C(O[C@H](C1)COS(=O)(=O)C)=O)F)F ((R)-4-Fluoro-4-[4-[5-[[(methylsulfonyl)oxy]methyl]-2-oxo-3-oxazolidinyl]-2-fluorophenyl]-1-piperidinecarboxylic acid phenylmethyl ester), [OH-].[NH4+] (ammonium hydroxide), crude product. Solvent: C(Cl)Cl (methylene chloride), C(Cl)Cl (methylene chloride), C(Cl)Cl (methylene chloride), C(C)(C)O (isopropanol), C(C)#N (acetonitrile). Conditions: temperature 95 celsius, time 18 hour. Yields the product O=C1O[C@H](CN1C1=CC(=C(C=C1)C1(CCNCC1)F)F)CNC(C)=O ((S)-N-[[2-Oxo-3-[4-(4-fluoro-4piperidinyl)-3-fluorophenyl]-5-oxazolidinyl]methyl]acetamide). As a reaction SMILES: C1(COC([N:11]2[CH2:16][CH2:15][C:14]([F:36])([C:17]3[CH:22]=[CH:21][C:20]([N:23]4[CH2:27][C@H:26]([CH2:28]OS(C)(=O)=O)[O:25][C:24]4=[O:34])=[CH:19][C:18]=3[F:35])[CH2:13][CH2:12]2)=O)C=CC=CC=1.[OH-].[NH4+].[N:39]1C=CC=[CH:41][CH:40]=1.C(OC(=O)C)(=[O:47])C>C(O)(C)C.C(#N)C.C(Cl)Cl>[O:34]=[C:24]1[N:23]([C:20]2[CH:21]=[CH:22][C:17]([C:14]3([F:36])[CH2:13][CH2:12][NH:11][CH2:16][CH2:15]3)=[C:18]([F:35])[CH:19]=2)[CH2:27][C@H:26]([CH2:28][NH:39][C:40](=[O:47])[CH3:41])[O:25]1 |f:1.2|. Reported procedure: A mixture of (R)-4-fluoro-4-[4-[5-[[(methylsulfonyl)oxy]methyl]-2-oxo-3-oxazolidinyl]-2-fluorophenyl]-1-piperidinecarboxylic acid phenylmethyl ester (EXAMPLE 74, Step 4, 0.190 g) and concentrated aqueous ammonium hydroxide (2 mL) in isopropanol (1 mL) and acetonitrile (2 mL) is placed in a sealed tube and immersed in an oil bath maintained at 95° C. for 18 hrs. The mixture is then diluted with methylene chloride (20 mL), washed with water (10 mL) and saline (10 mL), dried over anhydrous sodium s... Reactants: O (Water), FC1=CC(=C(C(=O)OC)C=C1)O (methyl 4-fluoro-2-hydroxybenzoate), Cl.ClCC=1N=C(SC1)N (4-(chloromethyl)thiazol-2-amine hydrochloric acid), C(=O)([O-])[O-].[Cs+].[Cs+] (Cs2CO3). Run in CN(C=O)C (N,N-dimethylformamide). Run at time 24 hour. Product: NC=1SC=C(N1)COC1=C(C(=O)OC)C=CC(=C1)F (methyl 2-((2-aminothiazol-4-yl)methoxy)-4-fluorobenzoate). RXN SMILES: [F:1][C:2]1[CH:11]=[CH:10][C:5]([C:6]([O:8][CH3:9])=[O:7])=[C:4]([OH:12])[CH:3]=1.Cl.Cl[CH2:15][C:16]1[N:17]=[C:18]([NH2:21])[S:19][CH:20]=1.C([O-])([O-])=O.[Cs+].[Cs+].O>CN(C)C=O>[NH2:21][C:18]1[S:19][CH:20]=[C:16]([CH2:15][O:12][C:4]2[CH:3]=[C:2]([F:1])[CH:11]=[CH:10][C:5]=2[C:6]([O:8][CH3:9])=[O:7])[N:17]=1 |f:1.2,3.4.5|. Procedure: A mixture of methyl 4-fluoro-2-hydroxybenzoate (552 mg), 4-(chloromethyl)thiazol-2-amine hydrochloric acid (600 mg) and Cs2CO3 (2.64 g) in 15 mL N,N-dimethylformamide was stirred at room temperature for 24 hours. Water was added and the mixture was extracted with ethyl acetate (2×), washed with water (2×) and brine, dried over MgSO4, filtered and concentrated. The residue was chromatographed on silica gel using 10-50% ethyl acetate in hexanes as eluent. Reactants: CC(=O)N1N=C(c2ccc([N+](=O)[O-])cc2)c2cc3c(cc2CC1C)OCO3, O=C([O-])[O-], [H][H], [NH4+], [NH4+], O. Product: CC(=O)N1N=C(c2ccc(N)cc2)c2cc3c(cc2CC1C)OCO3. Reaction SMILES: [C:1]([CH3:2])(=[O:3])[N:4]1[N:5]=[C:6]([c:19]2[cH:20][cH:21][c:22]([N+:25]([O-:26])=[O:27])[cH:23][cH:24]2)[c:7]2[c:8]([cH:12][c:13]3[c:14]([cH:15]2)[O:16][CH2:17][O:18]3)[CH2:9][CH:10]1[CH3:11].[C:28](=[O:29])([O-:30])[O-:31].[H:34][H:35].[NH4+:32].[NH4+:33].[OH2:36]>>[C:1]([CH3:2])(=[O:3])[N:4]1[N:5]=[C:6]([c:19]2[cH:20][cH:21][c:22]([NH2:25])[cH:23][cH:24]2)[c:7]2[c:8]([cH:12][c:13]3[c:14]([cH:15]2)[O:16][CH2:17][O:18]3)[CH2:9][CH:10]1[CH3:11]. Product: CCOC(=O)CC(CC)c1cc(F)c(F)c(C(O)CNC(C)(C)CCCc2ccccc2)c1. Starting materials: CC(C)(N)CCCc1ccccc1, CCO, CCOC(=O)CC(CC)c1cc(F)c(F)c(C2CO2)c1. Reaction SMILES: [CH3:21][C:22]([CH2:23][CH2:24][CH2:25][c:26]1[cH:27][cH:28][cH:29][cH:30][cH:31]1)([CH3:32])[NH2:33].[CH3:34][CH2:35][OH:36].[F:1][c:2]1[cH:3][c:4]([CH:12]([CH2:13][C:14](=[O:15])[O:16][CH2:17][CH3:18])[CH2:19][CH3:20])[cH:5][c:6]([CH:9]2[O:10][CH2:11]2)[c:7]1[F:8]>>[F:1][c:2]1[cH:3][c:4]([CH:12]([CH2:13][C:14](=[O:15])[O:16][CH2:17][CH3:18])[CH2:19][CH3:20])[cH:5][c:6]([CH:9]([OH:10])[CH2:11][NH:33][C:22]([CH3:21])([CH2:23][CH2:24][CH2:25][c:26]2[cH:27][cH:28][cH:29][cH:30][cH:31]2)[CH3:32])[c:7]1[F:8]. Reactants: CCCc1nc2c(C)cc(-c3cn(C)cn3)cc2n1Cc1ccc(-c2ccccc2CO)cc1, [K+], O=[Mn](=O)(=O)[O-], [Na+], [OH-]. Product: CCCc1nc2c(C)cc(-c3cn(C)cn3)cc2n1Cc1ccc(-c2ccccc2C(=O)O)cc1. As a reaction SMILES: [CH2:1]([CH2:2][CH3:3])[c:4]1[n:5][c:6]2[c:7]([n:8]1[CH2:9][c:10]1[cH:11][cH:12][c:13](-[c:16]3[c:17]([CH2:22][OH:23])[cH:18][cH:19][cH:20][cH:21]3)[cH:14][cH:15]1)[cH:24][c:25](-[c:29]1[n:30][cH:31][n:32]([CH3:34])[cH:33]1)[cH:26][c:27]2[CH3:28].[K+:40].[Mn:35](=[O:36])([O-:37])(=[O:38])=[O:39].[Na+:42].[OH-:41]>>[CH2:1]([CH2:2][CH3:3])[c:4]1[n:5][c:6]2[c:7]([n:8]1[CH2:9][c:10]1[cH:11][cH:12][c:13](-[c:16]3[c:17]([C:22](=[O:23])[OH:36])[cH:18][cH:19][cH:20][cH:21]3)[cH:14][cH:15]1)[cH:24][c:25](-[c:29]1[n:30][cH:31][n:32]([CH3:34])[cH:33]1)[cH:26][c:27]2[CH3:28]. The reactants are [Li]CCCC, CS(C)=O, Nc1ccccc1, C1CCOC1, O, Cc1ccc(S(=O)(=O)O)cc1, OCCCc1cc2c(cc1OCc1ccccc1)CCO2. Product: c1ccc(COc2cc3c(cc2CCCNc2ccccc2)OCC3)cc1. As a reaction SMILES: [CH2:8]([Li:9])[CH2:10][CH2:11][CH3:12].[CH3:45][S:46](=[O:47])[CH3:48].[NH2:1][c:2]1[cH:3][cH:4][cH:5][cH:6][cH:7]1.[O:49]1[CH2:50][CH2:51][CH2:52][CH2:53]1.[OH2:54].[OH:13][S:14]([c:15]1[cH:16][cH:17][c:18]([CH3:19])[cH:20][cH:21]1)(=[O:22])=[O:23].[OH:24][CH2:25][CH2:26][CH2:27][c:28]1[cH:29][c:30]2[c:31]([cH:35][c:36]1[O:37][CH2:38][c:39]1[cH:40][cH:41][cH:42][cH:43][cH:44]1)[CH2:32][CH2:33][O:34]2>>[NH:1]([c:2]1[cH:3][cH:4][cH:5][cH:6][cH:7]1)[CH2:25][CH2:26][CH2:27][c:28]1[cH:29][c:30]2[c:31]([cH:35][c:36]1[O:37][CH2:38][c:39]1[cH:40][cH:41][cH:42][cH:43][cH:44]1)[CH2:32][CH2:33][O:34]2. The reactants are S1C(=CC=C1)C=1SC(=CN1)C=O (2-(thiophen-2-yl)thiazole-5-carbaldehyde), C([O-])(O)=O.[Na+] (sodium bicarbonate), NC1=CC(=NC(=C1C#N)OCC)C(=O)NCC1CCNCC1 (4-amino-5-cyano-6-ethoxy-N-(piperidin-4-ylmethyl)picolinamide), C(C)(=O)O[BH-](OC(C)=O)OC(C)=O.[Na+] (Sodium triacetoxyborohydride). Solvent: ClC(C)Cl (dichloroethane), C(C)(=O)O (acetic acid). Reaction conditions: time 17 hour. Product: NC1=CC(=NC(=C1C#N)OCC)C(=O)NCC1CCN(CC1)CC1=CN=C(S1)C=1SC=CC1 (4-amino-5-cyano-6-ethoxy-N-((1-((2-(thiophen-2-yl)thiazol-5-yl)methyl)piperidin-4-yl)methyl)picolinamide). Yield: 31.4%. As a reaction SMILES: [S:1]1[CH:5]=[CH:4][CH:3]=[C:2]1[C:6]1[S:7][C:8]([CH:11]=O)=[CH:9][N:10]=1.[NH2:13][C:14]1[C:19]([C:20]#[N:21])=[C:18]([O:22][CH2:23][CH3:24])[N:17]=[C:16]([C:25]([NH:27][CH2:28][CH:29]2[CH2:34][CH2:33][NH:32][CH2:31][CH2:30]2)=[O:26])[CH:15]=1.C(O[BH-](OC(=O)C)OC(=O)C)(=O)C.[Na+].C(=O)(O)[O-].[Na+]>ClC(Cl)C.C(O)(=O)C>[NH2:13][C:14]1[C:19]([C:20]#[N:21])=[C:18]([O:22][CH2:23][CH3:24])[N:17]=[C:16]([C:25]([NH:27][CH2:28][CH:29]2[CH2:34][CH2:33][N:32]([CH2:11][C:8]3[S:7][C:6]([C:2]4[S:1][CH:5]=[CH:4][CH:3]=4)=[N:10][CH:9]=3)[CH2:31][CH2:30]2)=[O:26])[CH:15]=1 |f:2.3,4.5|. Reported procedure: The compound prepared in Example 333 (31 mg) and the compound prepared in Example 334 (48 mg) were combined in dichloroethane (1.6 mL) and acetic acid (0.054 mL) was added. Sodium triacetoxyborohydride (0.101 g) was then added. The reaction mixture was stirred at ambient temperature for 17 hours. It was then treated with saturated sodium bicarbonate and extracted with dichloromethane. The combined organics were dried over magnesium sulfate and concentrated. The residue was purified by column chr...